From a dataset of the Open Reaction Database (ORD), a public repository of structured organic reaction records. describe an organic reaction: reactants, conditions, products, and yield Starting materials: COC=1C=C(CCl)C=C(C1OC)OC (3,4,5-trimethoxybenzyl chloride), C(C1=CC=CC=C1)=NN1C(=NC=C1)CC (1-benzylideneamino-2-ethylimidazole). Solvent: C(C)#N (acetonitrile). Product: [Cl-].C(C1=CC=CC=C1)=N[N+]1=C(N(C=C1)CC1=CC(=C(C(=C1)OC)OC)OC)CC (1-benzylideneamino-2-ethyl-3-(3,4,5-trimethoxybenzyl)imidazolium chloride). Reaction SMILES: [CH3:1][O:2][C:3]1[CH:4]=[C:5]([CH:8]=[C:9]([O:13][CH3:14])[C:10]=1[O:11][CH3:12])[CH2:6][Cl:7].[CH:15](=[N:22][N:23]1[CH:27]=[CH:26][N:25]=[C:24]1[CH2:28][CH3:29])[C:16]1[CH:21]=[CH:20][CH:19]=[CH:18][CH:17]=1>C(#N)C>[Cl-:7].[CH:15](=[N:22][N+:23]1[CH:27]=[CH:26][N:25]([CH2:6][C:5]2[CH:4]=[C:3]([O:2][CH3:1])[C:10]([O:11][CH3:12])=[C:9]([O:13][CH3:14])[CH:8]=2)[C:24]=1[CH2:28][CH3:29])[C:16]1[CH:17]=[CH:18][CH:19]=[CH:20][CH:21]=1 |f:3.4|. Procedure details: (ii.a) 2.16 g of 3,4,5-trimethoxybenzyl chloride are added to a solution of 1.99 g of 1-benzylideneamino-2-ethylimidazole in 10 ml of acetonitrile and the mixture is heated under reflux for 28 hours. The crystallized-out product is filtered and washed with ether. There is obtained 1-benzylideneamino-2-ethyl-3-(3,4,5-trimethoxybenzyl)imidazolium chloride of melting point 205°. The reactants are C1CC12CC(NCC2)C(=O)N[C@@H](C)C2=CC=C(C(=O)O)C=C2 (4-((1S)-1-(6-azaspiro[2.5]octane-5-carboxamido)ethyl)benzoic acid), C(=O)([O-])[O-].[Na+].[Na+] (Na2CO3), FC(C1=CC=C(CBr)C=C1)(F)F (4-(trifluoromethyl)-benzylbromide). The solvent is CC#N (MeCN). Conditions: temperature 68 celsius. Product: FC(C1=CC=C(CN2C(CC3(CC3)CC2)C(=O)N[C@@H](C)C2=CC=C(C(=O)OCC3=CC=C(C=C3)C(F)(F)F)C=C2)C=C1)(F)F (4-(trifluoromethyl)benzyl 4-((1S)-1-(6-(4-(trifluoromethyl)benzyl)-6-azaspiro[2.5]octane-5-carboxamido)ethyl)benzoate). The yield is 72.3%. Reaction SMILES: [CH2:1]1[C:3]2([CH2:8][CH2:7][NH:6][CH:5]([C:9]([NH:11][C@H:12]([C:14]3[CH:22]=[CH:21][C:17]([C:18]([OH:20])=[O:19])=[CH:16][CH:15]=3)[CH3:13])=[O:10])[CH2:4]2)[CH2:2]1.C([O-])([O-])=O.[Na+].[Na+].[F:29][C:30]([F:40])([F:39])[C:31]1[CH:38]=[CH:37][C:34]([CH2:35]Br)=[CH:33][CH:32]=1>CC#N>[F:29][C:30]([F:40])([F:39])[C:31]1[CH:38]=[CH:37][C:34]([CH2:35][N:6]2[CH2:7][CH2:8][C:3]3([CH2:2][CH2:1]3)[CH2:4][CH:5]2[C:9]([NH:11][C@H:12]([C:14]2[CH:22]=[CH:21][C:17]([C:18]([O:20][CH2:35][C:34]3[CH:33]=[CH:32][C:31]([C:30]([F:29])([F:39])[F:40])=[CH:38][CH:37]=3)=[O:19])=[CH:16][CH:15]=2)[CH3:13])=[O:10])=[CH:33][CH:32]=1 |f:1.2.3|. Procedure: To a solution of 4-((1S)-1-(6-azaspiro[2.5]octane-5-carboxamido)ethyl)benzoic acid (D128) (10 mg, 33.1 μmol) in dry MeCN, Na2CO3 (17.5 mg, 165.4 μmol) and 4-(trifluoromethyl)-benzylbromide (24 mg, 99.2 μmol) were added in sequence. The mixture was heated at 68° C. for 18 hrs. The solid was filtered off, MeCN was evaporated and the residue was purified by Biotage SNAP-Si column (10 g) eluting with a mixture DCM/EtOAc from 100/0 to 80/20. Collected fractions after solvent evaporation afforded the ... The reactants are [H-].[Na+] (NaH), [C@H]1(CC[C@H](CC1)CO)CO (trans-1,4-cyclohexanedimethanol), C(C1=CC=CC=C1)Br (Benzyl bromide), O (H2O). The reagents and catalysts are [I-].C(CCC)[N+](CCCC)(CCCC)CCCC (tetrabutylammonium iodide). The solvent is C1CCOC1 (THF). Conditions: time 1 hour. Product: COC(=O)C1CCC(CC1)CO (4-Hydroxymethyl-cyclohexanecarboxylic acid methyl ester), C(C1=CC=CC=C1)OCC1CCC(CC1)CO ((4-benzyloxymethyl-cyclohexyl)-methanol). RXN SMILES: [H-].[Na+].[C@H:3]1([CH2:11][OH:12])[CH2:8][CH2:7][C@H:6]([CH2:9][OH:10])[CH2:5][CH2:4]1.[CH2:13](Br)[C:14]1[CH:19]=[CH:18][CH:17]=[CH:16][CH:15]=1.[OH2:21]>C1COCC1.[I-].C([N+](CCCC)(CCCC)CCCC)CCC>[CH3:13][O:21][C:9]([CH:6]1[CH2:7][CH2:8][CH:3]([CH2:11][OH:12])[CH2:4][CH2:5]1)=[O:10].[CH2:13]([O:10][CH2:9][CH:6]1[CH2:7][CH2:8][CH:3]([CH2:11][OH:12])[CH2:4][CH2:5]1)[C:14]1[CH:19]=[CH:18][CH:17]=[CH:16][CH:15]=1 |f:0.1,6.7|. Reported procedure: To a slurry of NaH (440 mg, 11 mmol) in THF (22 mL) is added trans-1,4-cyclohexanedimethanol (1.44 g, 10 mmol) at 0° C., and the mixture is stirred for 1 h while warming to room temperature. Benzyl bromide (1.2 mL, 10 mmol) is added dropwise followed by tetrabutylammonium iodide (185 mg, 0.5 mmol). The reaction is heated to 60° C. for 15 hours. After cooling to room temperature, H2O is added and the aqueous layer is extracted with EtOAc. The combined organic layer (dried with MgSO4) is concentra... The reactants are C(C(=O)Cl)(=O)Cl (Oxalyl chloride), COCCOCCOCC(=O)O (2-[2-(2-methoxy-ethoxy)ethoxy]-acetic acid), N1=CC=CC=C1 (pyridine). Solvent: C1(=CC=CC=C1)C (toluene). Conditions: time 48 hour. The product is COCCOCCCOCC(=O)Cl (CH3(OCH2CH2)2CH2OCH2COCl), oil. Yield: 96.0%. Reaction SMILES: [C:1]([Cl:6])(=[O:5])[C:2](Cl)=[O:3].COC[CH2:10][O:11][CH2:12][CH2:13][O:14][CH2:15][C:16](O)=O.N1C=CC=C[CH:20]=1>C1(C)C=CC=CC=1>[CH3:10][O:11][CH2:12][CH2:13][O:14][CH2:15][CH2:16][CH2:20][O:3][CH2:2][C:1]([Cl:6])=[O:5]. Procedure details: Oxalyl chloride (100 g, 0.78 mol) was added dropwise over 1 h to a solution of 2-[2-(2-methoxy-ethoxy)ethoxy]-acetic acid (90 mL, 0.59 mol) and pyridine (0.1 mL, 1 mmol) in anhydrous toluene (250 mL) and the resulting solution was stirred at ambient temperature for 48 h. The reaction solution was concentrated in vacuo to afford CH3(OCH2CH2)2CH2OCH2COCl as a slightly yellow oil (120 g, 96%). This compound was used without any further purification.